Dataset: the Open Reaction Database (ORD), a public repository of structured organic reaction records. Task: describe an organic reaction: reactants, conditions, products, and yield Reactants: C(C)(=O)O (acetic acid), BrC1=CC=C(C=C1)C(CN1CCCC1)=O (1-(4-Bromophenyl)-2-(1-pyrrolidinyl)ethanone), CN (methyl amine), [BH3-]C#N.[Na+] (NaBH3CN). The solvent is C1CCOC1 (THF). Conditions: time 4 day. The product is BrC1=CC=C(C=C1)C(CN1CCCC1)NC (1-(4-bromophenyl)-N-methyl-2-(1-pyrrolidinyl)ethanamine). The yield is 100.0%. RXN SMILES: [Br:1][C:2]1[CH:7]=[CH:6][C:5]([C:8](=O)[CH2:9][N:10]2[CH2:14][CH2:13][CH2:12][CH2:11]2)=[CH:4][CH:3]=1.CN.[BH3-][C:19]#[N:20].[Na+].C(O)(=O)C>C1COCC1>[Br:1][C:2]1[CH:7]=[CH:6][C:5]([CH:8]([NH:20][CH3:19])[CH2:9][N:10]2[CH2:14][CH2:13][CH2:12][CH2:11]2)=[CH:4][CH:3]=1 |f:2.3|. Procedure: 1-(4-Bromophenyl)-2-(1-pyrrolidinyl)ethanone (4.45 g, 16.6 mmol) and methyl amine (33 mL, 66.4 mmol of 2 M solution in THF) were dissolved in 75 mL THF and maintained for 15 minutes at room temperature. NaBH3CN (3.13 g, 49.8 mmol) was added and the reaction mixture was treated with 1 mL acetic acid and stirred at room temperature for 4 days. The solvent was removed under reduced pressure. The residue was dissolved in 100 mL of EtOAc and washed with sodium bicarbonate (100 mL) and then brine (100... Starting materials: C(CCC)C=1N(C2=C(N1)SCC(C2=O)F)COCC[Si](C)(C)C (2-butyl-5,6-dihydro-6-fluoro-1-[(2-(trimethylsilyl)-ethoxy)-methyl)-thiopyrano-(2,3-d)-imidazol-7(1H)-one), FC(C(=O)O)(F)F (trifluoroacetic acid), O (water), C([O-])(O)=O.[Na+] (sodium bicarbonate). The solvent is ClCCl (dichloromethane). Product: C(CCC)C=1NC2=C(N1)SCC(C2=O)F (2-butyl-5,6-dihydro-6-fluoro-thiopyrano-(2,3-d)-imidazol-7(1H)-one). The yield is 92.7%. As a reaction SMILES: [CH2:1]([C:5]1[N:6](COCC[Si](C)(C)C)[C:7]2[C:13](=[O:14])[CH:12]([F:15])[CH2:11][S:10][C:8]=2[N:9]=1)[CH2:2][CH2:3][CH3:4].FC(F)(F)C(O)=O.O.C(=O)(O)[O-].[Na+]>ClCCl>[CH2:1]([C:5]1[NH:6][C:7]2[C:13](=[O:14])[CH:12]([F:15])[CH2:11][S:10][C:8]=2[N:9]=1)[CH2:2][CH2:3][CH3:4] |f:3.4|. Procedure details: 305 mg of the product of Stage B and 1.75 ml of trifluoroacetic acid were heated at 40° C. for 12 hours in 6.1 ml of dichloromethane. The mixture was poured into water, sodium bicarbonate was added until a pH of 6-7 was obtained. Extraction was carried out with methylene chloride and the solvent was eliminated under reduced pressure to obtain 180 mg of the expected product. The reactants are CC1(C)CCN(S(=O)(=O)c2cc(Br)c(Cl)cc2F)c2ccccc21, COC(=O)CC(=O)OC, [H-], [Na+], CN(C)C=O. Product: COC(=O)C(C(=O)OC)c1cc(Cl)c(Br)cc1S(=O)(=O)N1CCC(C)(C)c2ccccc21. RXN SMILES: [Br:12][c:13]1[c:14]([Cl:35])[cH:15][c:16]([F:34])[c:17]([S:19](=[O:20])(=[O:21])[N:22]2[CH2:23][CH2:24][C:25]([CH3:32])([CH3:33])[c:26]3[cH:27][cH:28][cH:29][cH:30][c:31]32)[cH:18]1.[C:1]([CH2:2][C:3](=[O:4])[O:5][CH3:6])(=[O:7])[O:8][CH3:9].[H-:11].[Na+:10].[O:36]=[CH:37][N:38]([CH3:39])[CH3:40]>>[C:1]([CH:2]([C:3](=[O:4])[O:5][CH3:6])[c:16]1[cH:15][c:14]([Cl:35])[c:13]([Br:12])[cH:18][c:17]1[S:19](=[O:20])(=[O:21])[N:22]1[CH2:23][CH2:24][C:25]([CH3:32])([CH3:33])[c:26]2[cH:27][cH:28][cH:29][cH:30][c:31]21)(=[O:7])[O:8][CH3:9]. The reactants are BrC1=C(OCC(=O)O)C(=CC(=C1)C1=C2C=CC=CC2=C(C2=C1C1=C(S2)C=CC=C1)Br)Br ([2,6-dibromo-4-(6-bromo-benzo[b]naphtho[2,3-d]thiophen-11-yl)-phenoxy]-acetic acid), [Na] (sodium). Yields the product BrC1=C(OCC(=O)OC(C)(C)C)C(=CC(=C1)C1=C2C=CC=CC2=C(C2=C1C1=C(S2)C=CC=C1)Br)Br ([2,6-dibromo-4-(6-bromo-benzo[b]naphtho[2,3-d]thiophen-11-yl)-phenoxy]-acetic acid, tert-butyl ester). As a reaction SMILES: [Br:1][C:2]1[CH:12]=[C:11]([C:13]2[C:22]3[C:23]4[CH:29]=[CH:28][CH:27]=[CH:26][C:24]=4[S:25][C:21]=3[C:20]([Br:30])=[C:19]3[C:14]=2[CH:15]=[CH:16][CH:17]=[CH:18]3)[CH:10]=[C:9]([Br:31])[C:3]=1[O:4][CH2:5][C:6]([OH:8])=[O:7].[Na]>>[Br:1][C:2]1[CH:12]=[C:11]([C:13]2[C:22]3[C:23]4[CH:29]=[CH:28][CH:27]=[CH:26][C:24]=4[S:25][C:21]=3[C:20]([Br:30])=[C:19]3[C:14]=2[CH:15]=[CH:16][CH:17]=[CH:18]3)[CH:10]=[C:9]([Br:31])[C:3]=1[O:4][CH2:5][C:6]([O:8][C:11]([CH3:13])([CH3:12])[CH3:10])=[O:7] |^1:31|. Procedure: [2,6-dibromo-4-(6-bromo-benzo[b]naphtho[2,3-d]thiophen-11-yl)-phenoxy]-acetic acid, sodium salt; Starting materials: C([C@@H](O)[C@H](O)C(=O)O)(=O)O (d-Tartaric acid), OS(=O)(=O)O (H2SO4), C(CCC)O (n-butanol). The product is C(=O)(OCCCC)[C@@H](O)[C@H](O)C(=O)OCCCC (Di-n-butyl d-tartrate). RXN SMILES: [C:1]([OH:10])(=[O:9])[C@H:2]([C@@H:4]([C:6]([OH:8])=[O:7])[OH:5])[OH:3].OS(O)(=O)=O.[CH2:16](O)[CH2:17][CH2:18][CH3:19]>>[C:6]([C@H:4]([C@@H:2]([C:1]([O:10][CH2:1][CH2:2][CH2:4][CH3:6])=[O:9])[OH:3])[OH:5])([O:8][CH2:16][CH2:17][CH2:18][CH3:19])=[O:7]. Reported procedure: d-Tartaric acid (25 g, 167 mmol), n-butanol (200 mL) and concentrated H2SO4 (59 mL) were heated under reflux overnight. The solution was cooled to room temperature then partitioned between H2O and CH2Cl2. The organic layer was washed with aqueous saturated NaHCO3 then filtered through Celite. The organic solution was then washed with brine, dried (MgSO4), filtered, and the solvent removed in vacuo. The resulting oil was purified by Kugelrohr distillation (bp=100-105° C., 0.06 mm Hg) to yield 38 ... Reactants: NC=1C=C2COC(=O)C2=CC1 (5-aminophthalide), COC1=C(C=O)C=CC(=C1)OC (2,4-dimethoxybenzaldehyde), C(C)(=O)O[BH-](OC(C)=O)OC(C)=O.[Na+] (sodium triacetoxyborohydride). The solvent is CC(=O)O.CN(C)C=O (AcOH DMF), CCOC(=O)C (EtOAc). Run at time 16 hour. The product is crude product, COC1=C(CNC=2C=C3COC(C3=CC2)=O)C=CC(=C1)OC (5-(2,4-dimethoxy-benzylamino)-3H-isobenzofuran-1-one). Yield: 81.4%. As a reaction SMILES: [NH2:1][C:2]1[CH:3]=[C:4]2[C:9](=[CH:10][CH:11]=1)[C:7](=[O:8])[O:6][CH2:5]2.[CH3:12][O:13][C:14]1[CH:21]=[C:20]([O:22][CH3:23])[CH:19]=[CH:18][C:15]=1[CH:16]=O.C(O[BH-](OC(=O)C)OC(=O)C)(=O)C.[Na+]>CC(O)=O.CN(C=O)C.CCOC(C)=O>[CH3:12][O:13][C:14]1[CH:21]=[C:20]([O:22][CH3:23])[CH:19]=[CH:18][C:15]=1[CH2:16][NH:1][C:2]1[CH:3]=[C:4]2[C:9](=[CH:10][CH:11]=1)[C:7](=[O:8])[O:6][CH2:5]2 |f:2.3,4.5|. Reported procedure: To a stirred solution of 5-aminophthalide (11.7 g, 78 mmol) and 2,4-dimethoxybenzaldehyde (15.5 g, 93.6 mmol) in 1% AcOH/DMF (60 ml), was added sodium triacetoxyborohydride (50.0 g, 236 mmol). The mixture was stirred at room temperature for 16 hours, diluted with EtOAc (400 ml), washed with saturated NaHCO3 solution (3×400 ml) and water (400 ml), dried over anhydrous Na2SO4, and evaporated to provide a crude product. Trituration of the crude product with MEOH gave 5-(2,4-dimethoxy-benzylamino)-3...